From a dataset of the Open Reaction Database (ORD), a public repository of structured organic reaction records. describe an organic reaction: reactants, conditions, products, and yield Reactants: C[Si](C#CC(CCCCCCCC)O)(C)C ((3RS)-1-(trimethylsilyl)-1-undecin-3-ol). Solvent: 0.1, [OH-].[Na+] (sodium hydroxide), CO (methanol). Reaction conditions: time 3 hour. Yields the product C#CC(CCCCCCCC)O ((3RS)-1-undecin-3-ol). The yield is 92.3%. Reaction SMILES: C[Si](C)(C)[C:3]#[C:4][CH:5]([OH:14])[CH2:6][CH2:7][CH2:8][CH2:9][CH2:10][CH2:11][CH2:12][CH3:13]>[OH-].[Na+].CO>[CH:3]#[C:4][CH:5]([OH:14])[CH2:6][CH2:7][CH2:8][CH2:9][CH2:10][CH2:11][CH2:12][CH3:13] |f:1.2|. Procedure: 10 g of (3RS)-1-(trimethylsilyl)-1-undecin-3-ol is dissolved in a mixture of 420 ml of 0.1 n sodium hydroxide solution and 420 ml of methanol and stirred for 3 hours at room temperature. Then, the methanol is removed in a vacuum, shaken with diethyl ether, dried (Na2SO4) and concentrated by evaporation. 6.46 g of (3RS)-1-undecin-3-ol is obtained as a yellow oil, which is further reacted as a crude product.